This data is from the Open Reaction Database (ORD), a public repository of structured organic reaction records. The task is: describe an organic reaction: reactants, conditions, products, and yield The reactants are CN1CCNCC1 (1-methylpiperazine), C(C)(C)OC=1C=C(C=O)C=CC1[N+](=O)[O-] (3-isopropoxy-4-nitrobenzaldehyde), C(C)(=O)O[BH-](OC(C)=O)OC(C)=O.[Na+] (sodium triacetoxyborohydride), C(O)([O-])=O.[Na+] (sodium hydrogen carbonate). Run in C1(=CC=CC=C1)C (toluene), C(C)(=O)O (acetic acid), C1(=CC=CC=C1)C (toluene), CO (methanol). Conditions: time 1.5 hour. The product is C(C)(C)OC=1C=C(CN2CCN(CC2)C)C=CC1[N+](=O)[O-] (1-(3-isopropoxy-4-nitrobenzyl)-4-methylpiperazine). Reaction SMILES: [CH3:1][N:2]1[CH2:7][CH2:6][NH:5][CH2:4][CH2:3]1.[CH:8]([O:11][C:12]1[CH:13]=[C:14]([CH:17]=[CH:18][C:19]=1[N+:20]([O-:22])=[O:21])[CH:15]=O)([CH3:10])[CH3:9].C(O[BH-](OC(=O)C)OC(=O)C)(=O)C.[Na+].C(=O)([O-])O.[Na+]>C1(C)C=CC=CC=1.C(O)(=O)C.CO>[CH:8]([O:11][C:12]1[CH:13]=[C:14]([CH:17]=[CH:18][C:19]=1[N+:20]([O-:22])=[O:21])[CH2:15][N:5]1[CH2:6][CH2:7][N:2]([CH3:1])[CH2:3][CH2:4]1)([CH3:10])[CH3:9] |f:2.3,4.5|. Procedure: 3.25 ml of 1-methylpiperazine are added to a solution of 3.06 g of 3-isopropoxy-4-nitrobenzaldehyde in 15 ml of toluene and 0.34 ml of acetic acid in a three-necked round-bottomed flask under argon. The reaction mixture is stirred at ambient temperature for 1.5 h and then 5 ml of toluene are added, followed by 4.9 g of sodium triacetoxyborohydride by spatula. The reaction mixture is stirred at ambient temperature for 16 h, and then treated with 4.5 ml of methanol and 75 ml of a saturated sodium ... Starting materials: O=C(OOC(=O)c1ccccc1)c1ccccc1, ClC(Cl)(Cl)Cl, Cc1ccc(C#N)cc1F, O=C1CCC(=O)N1Br. Yields the product N#Cc1ccc(CBr)c(F)c1. As a reaction SMILES: [C:9]([O:10][O:11][C:12](=[O:13])[c:14]1[cH:15][cH:16][cH:17][cH:18][cH:19]1)(=[O:20])[c:21]1[cH:22][cH:23][cH:24][cH:25][cH:26]1.[Cl:37][C:38]([Cl:39])([Cl:40])[Cl:41].[F:27][c:28]1[c:29]([CH3:36])[cH:30][cH:31][c:32]([C:34]#[N:35])[cH:33]1.[O:1]=[C:2]1[N:3]([Br:8])[C:4](=[O:5])[CH2:6][CH2:7]1>>[Br:8][CH2:36][c:29]1[c:28]([F:27])[cH:33][c:32]([C:34]#[N:35])[cH:31][cH:30]1.